This data is from the Open Reaction Database (ORD), a public repository of structured organic reaction records. The task is: describe an organic reaction: reactants, conditions, products, and yield Starting materials: BrC1=C(C=CC=C1C)C(=O)N1CCCC1 ((2-bromo-3-methylphenyl)(pyrrolidin-1-yl)methanone), C1(CCCCC1)P(C1=C(C=CC=C1)C1=C(C=C(C=C1C(C)C)C(C)C)C(C)C)C1CCCCC1 (dicyclohexyl(2′,4′,6′-triisopropylbiphenyl-2-yl)phosphine), P(=O)([O-])([O-])[O-].[K+].[K+].[K+] (potassium phosphate), NC1=NC2=CC(=C(C=C2C=C1N1CCOCC1)B(O)O)F (2-amino-7-fluoro-3-morpholinoquinolin-6-ylboronic acid). The reagents and catalysts are C=1C=CC(=CC1)/C=C/C(=O)/C=C/C2=CC=CC=C2.C=1C=CC(=CC1)/C=C/C(=O)/C=C/C2=CC=CC=C2.C=1C=CC(=CC1)/C=C/C(=O)/C=C/C2=CC=CC=C2.[Pd].[Pd] (Pd2(dba)3). Solvent: O (water), O1CCOCC1 (dioxane). Reaction conditions: temperature 140 celsius. The product is NC1=NC2=CC(=C(C=C2C=C1N1CCOCC1)C1=C(C=CC=C1C)C(=O)N1CCCC1)F ((2-(2-amino-7-fluoro-3-morpholinoquinolin-6-yl)-3-methylphenyl)(pyrrolidin-1-yl)methanone). Reaction SMILES: Br[C:2]1[C:7]([CH3:8])=[CH:6][CH:5]=[CH:4][C:3]=1[C:9]([N:11]1[CH2:15][CH2:14][CH2:13][CH2:12]1)=[O:10].C1(P(C2CCCCC2)C2C=CC=CC=2C2C(C(C)C)=CC(C(C)C)=CC=2C(C)C)CCCCC1.P([O-])([O-])([O-])=O.[K+].[K+].[K+].[NH2:58][C:59]1[C:68]([N:69]2[CH2:74][CH2:73][O:72][CH2:71][CH2:70]2)=[CH:67][C:66]2[C:61](=[CH:62][C:63]([F:78])=[C:64](B(O)O)[CH:65]=2)[N:60]=1>C1C=CC(/C=C/C(/C=C/C2C=CC=CC=2)=O)=CC=1.C1C=CC(/C=C/C(/C=C/C2C=CC=CC=2)=O)=CC=1.C1C=CC(/C=C/C(/C=C/C2C=CC=CC=2)=O)=CC=1.[Pd].[Pd].O.O1CCOCC1>[NH2:58][C:59]1[C:68]([N:69]2[CH2:70][CH2:71][O:72][CH2:73][CH2:74]2)=[CH:67][C:66]2[C:61](=[CH:62][C:63]([F:78])=[C:64]([C:2]3[C:7]([CH3:8])=[CH:6][CH:5]=[CH:4][C:3]=3[C:9]([N:11]3[CH2:15][CH2:14][CH2:13][CH2:12]3)=[O:10])[CH:65]=2)[N:60]=1 |f:2.3.4.5,7.8.9.10.11|. Reported procedure: A microwave vessel was charged with (2-bromo-3-methylphenyl)(pyrrolidin-1-yl)methanone (0.081 g, 0.301 mmol), dicyclohexyl(2′,4′,6′-triisopropylbiphenyl-2-yl)phosphine (0.018 g, 0.038 mmol), Pd2(dba)3 (0.018 g, 0.020 mmol), potassium phosphate (0.106 g, 0.502 mmol), 2-amino-7-fluoro-3-morpholinoquinolin-6-ylboronic acid (0.073 g, 0.251 mmol), dioxane (1.6 mL) and water (0.8 mL). The vessel was purged with argon, sealed and heated by microwave radiation at 140° C. for 15 min. The mixture was conc...